This data is from the Open Reaction Database (ORD), a public repository of structured organic reaction records. The task is: describe an organic reaction: reactants, conditions, products, and yield The reactants are OC1=CC=2C3=CC(=C(C=C3C3=CC(=C(C=C3C2C=C1O)O)O)O)O (2,3,6,7,10,11-hexahydroxytriphenylene), C(O[C@@H](C)CCCCCC)(=O)Cl ((s)-2-octyl chlorocarbonate), Cl (hydrochloric acid). Run in N1=CC=CC=C1 (pyridine). Product: C[C@@H](CCCCCC)OC(=O)OC1=CC=2C3=CC(=C(C=C3C3=CC(=C(C=C3C2C=C1OC(=O)O[C@@H](C)CCCCCC)OC(=O)O[C@@H](C)CCCCCC)OC(=O)O[C@@H](C)CCCCCC)OC(=O)O[C@@H](C)CCCCCC)OC(=O)O[C@@H](C)CCCCCC (2,3,6,7,10,11-hexa-{(s)-2-octyloxycarbonyloxy}triphenylene). The yield is 69.0%. As a reaction SMILES: [OH:1][C:2]1[C:19]([OH:20])=[CH:18][C:17]2[C:16]3[C:11](=[CH:12][C:13]([OH:22])=[C:14]([OH:21])[CH:15]=3)[C:10]3[C:5](=[CH:6][C:7]([OH:24])=[C:8]([OH:23])[CH:9]=3)[C:4]=2[CH:3]=1.[C:25](Cl)(=[O:35])[O:26][C@H:27]([CH2:29][CH2:30][CH2:31][CH2:32][CH2:33][CH3:34])[CH3:28].Cl>N1C=CC=CC=1>[CH3:28][C@H:27]([O:26][C:25]([O:1][C:2]1[C:19]([O:20][C:25]([O:26][C@H:27]([CH2:29][CH2:30][CH2:31][CH2:32][CH2:33][CH3:34])[CH3:28])=[O:35])=[CH:18][C:17]2[C:16]3[C:11](=[CH:12][C:13]([O:22][C:25]([O:26][C@H:27]([CH2:29][CH2:30][CH2:31][CH2:32][CH2:33][CH3:34])[CH3:28])=[O:35])=[C:14]([O:21][C:25]([O:26][C@H:27]([CH2:29][CH2:30][CH2:31][CH2:32][CH2:33][CH3:34])[CH3:28])=[O:35])[CH:15]=3)[C:10]3[C:5](=[CH:6][C:7]([O:24][C:25]([O:26][C@H:27]([CH2:29][CH2:30][CH2:31][CH2:32][CH2:33][CH3:34])[CH3:28])=[O:35])=[C:8]([O:23][C:25]([O:26][C@H:27]([CH2:29][CH2:30][CH2:31][CH2:32][CH2:33][CH3:34])[CH3:28])=[O:35])[CH:9]=3)[C:4]=2[CH:3]=1)=[O:35])[CH2:29][CH2:30][CH2:31][CH2:32][CH2:33][CH3:34]. Reported procedure: A TFT solution of 4.86 g (15 mmol) of 2,3,6,7,10,11-hexahydroxytriphenylene and 135 mmol of (s)-2-octyl chlorocarbonate was stirred while chilled with ice. After 40 ml of pyridine was slowly and dropwise added, the liquid was heated for 50 minutes to the room temperature. The solution was poured into diluted hydrochloric acid, and the resulting mixture was extracted with ethyl acetate. The organic phase was collected, washed with diluted hydrochloric acid, water and saturated aqueous solution of... Starting materials: CN(C(C1=CC=CC=C1)=O)C (N,N-dimethylbenzamide), BrC=1C=C2C(=C(C3=CC=CC1N23)CC)C2=CC=C(C=C2)OC (4-Bromo-1-ethyl-2-(4-methoxyphenyl)pyrrolo[2,1,5-cd]indolizine), C(C)(C)(C)[Li] (t-butyllithium), CCCCC (pentane), [Cl-].[NH4+] (ammonium chloride). Run in O1CCCC1 (tetrahydrofuran), O1CCCC1 (tetrahydrofuran). Conditions: temperature -78 celsius, time 30 minute. The product is C(C1=CC=CC=C1)(=O)C=1C=C2C(=C(C3=CC=CC1N23)CC)C2=CC=C(C=C2)OC (4-benzoyl-1-ethyl-2-(4-methoxyphenyl)pyrrolo[2,1,5-cd]indolizine). Isolated yield 39.5%. As a reaction SMILES: Br[C:2]1[CH:3]=[C:4]2[N:12]3[C:7](=[CH:8][CH:9]=[CH:10][C:11]=13)[C:6]([CH2:13][CH3:14])=[C:5]2[C:15]1[CH:20]=[CH:19][C:18]([O:21][CH3:22])=[CH:17][CH:16]=1.C([Li])(C)(C)C.CCCCC.CN(C)[C:35](=[O:42])[C:36]1[CH:41]=[CH:40][CH:39]=[CH:38][CH:37]=1.[Cl-].[NH4+]>O1CCCC1>[C:35]([C:2]1[CH:3]=[C:4]2[N:12]3[C:7](=[CH:8][CH:9]=[CH:10][C:11]=13)[C:6]([CH2:13][CH3:14])=[C:5]2[C:15]1[CH:20]=[CH:19][C:18]([O:21][CH3:22])=[CH:17][CH:16]=1)(=[O:42])[C:36]1[CH:37]=[CH:38][CH:39]=[CH:40][CH:41]=1 |f:4.5|. Procedure details: 4-Bromo-1-ethyl-2-(4-methoxyphenyl)pyrrolo[2,1,5-cd]indolizine (0.345 g, 1.0 mmol), was dissolved in 10 ml of dry tetrahydrofuran under a nitrogen atmosphere, and the solution was cooled to -78° C., while 1.35 M t-butyllithium in pentane (1.5 ml, 2.03 mmol) was added slowly. The orange solution was stirred for 30 minutes at -78° C. N,N-dimethylbenzamide (0.19 g, 1.27 mmol) dissolved in 5 ml of tetrahydrofuran was added and the reaction was stirred for 20 minutes. The reaction mixture was heated ... The reactants are N1(CCC1)C(=O)C1=CC=C(C=N1)OC=1C=C(OC(C(=O)OCC)CCOS(=O)(=O)C)C=C(C1)C(NC1=NC=C(N=C1)C)=O (Ethyl 2-[3-[6-(azetidine-1-carbonyl)pyridin-3-yl]oxy-5-[(5-methylpyrazin-2-yl)carbamoyl]phenoxy]-4-methylsulfonyloxy-butanoate), N1(CCC1)C(=O)C1=CC=C(C=N1)OC=1C=C(OC(C(=O)OCC)CCOS(=O)(=O)C)C=C(C1)C(NC1=NC=C(N=C1)C)=O (Ethyl 2-[3-[6-(azetidine-1-carbonyl)pyridin-3-yl]oxy-5-[(5-methylpyrazin-2-yl)carbamoyl]phenoxy]-4-methylsulfonyloxy-butanoate), [Na+].[I-] (NaI), C1(CC1)N (cyclopropylamine). The solvent is C(C)#N (acetonitrile). Reaction conditions: temperature 120 celsius. Product: N1(CCC1)C(=O)C1=CC=C(C=N1)OC=1C=C(C(=O)NC2=NC=C(N=C2)C)C=C(C1)O[C@@H]1C(N(CC1)C1CC1)=O (3-[6-(Azetidine-1-carbonyl)pyridin-3-yl]oxy-5-[(3S)-1-cyclopropyl-2-oxo-pyrrolidin-3-yl]oxy-N-(5-methylpyrazin-2-yl)benzamide). Isolated yield 42.0%. RXN SMILES: [N:1]1([C:5]([C:7]2[N:12]=[CH:11][C:10]([O:13][C:14]3[CH:15]=[C:16]([CH:31]=[C:32]([C:34](=[O:43])[NH:35][C:36]4[CH:41]=[N:40][C:39]([CH3:42])=[CH:38][N:37]=4)[CH:33]=3)[O:17][CH:18]([CH2:24][CH2:25]OS(C)(=O)=O)[C:19](OCC)=[O:20])=[CH:9][CH:8]=2)=[O:6])[CH2:4][CH2:3][CH2:2]1.[Na+].[I-].[CH:46]1([NH2:49])[CH2:48][CH2:47]1>C(#N)C>[N:1]1([C:5]([C:7]2[N:12]=[CH:11][C:10]([O:13][C:14]3[CH:33]=[C:32]([CH:31]=[C:16]([O:17][C@H:18]4[CH2:24][CH2:25][N:49]([CH:46]5[CH2:48][CH2:47]5)[C:19]4=[O:20])[CH:15]=3)[C:34]([NH:35][C:36]3[CH:41]=[N:40][C:39]([CH3:42])=[CH:38][N:37]=3)=[O:43])=[CH:9][CH:8]=2)=[O:6])[CH2:4][CH2:3][CH2:2]1 |f:1.2|. Procedure details: To a solution of ethyl 2-[3-[6-(azetidine-1-carbonyl)pyridin-3-yl]oxy-5-[(5-methylpyrazin-2-yl)carbamoyl]phenoxy]-4-methylsulfonyloxy-butanoate (Intermediate 27) (250 mg, 0.41 mmol) in acetonitrile (5 mL), was added NaI (62 mg, 0.41 mmol) and cyclopropylamine (56 μL, 0.81 mmol). The resulting mixture was heated in a microwave at 120° C. for 60 minutes. The solvent was evaporated under reduced pressure and the residue purified by flash chromatography eluting with 0-40% methanol in DCM to afford t... Starting materials: CCN(C(C)C)C(C)C (DIEA), Cl.Cl.CC(CCN1CCNCC1)(C)C (1-(3,3-Dimethyl-butyl)-piperazine dihydrochloride), C(=O)(N1C=NC=C1)N1C=NC=C1 (1,1′-carbonyldiimidazole), Cl.NCC1=C(C=C(C=C1)C(=O)N1C2=C(NC=3N(N=CC3C1)C)C=C(C=C2)C)F ((4-aminomethyl-3-fluoro-phenyl)-(3,6-dimethyl-4,10-dihydro-3H-2,3,4,9-tetraaza-benzo[f]azulen-9-yl)-methanone hydrochloride). The solvent is CN(C)C=O (DMF). Reaction conditions: time 4 hour. The product is CN1N=CC=2CN(C3=C(NC12)C=C(C=C3)C)C(=O)C3=CC(=C(CNC(=O)N1CCN(CC1)CCC(C)(C)C)C=C3)F (4-(3,3-Dimethyl-butyl)-piperazine-1-carboxylic Acid 4-(3,6-dimethyl-4,10-dihydro-3H-2,3,4,9-tetraaza-benzo[f]azulene-9-carbonyl)-2-fluoro-benzylamide). Isolated yield 56.0%. As a reaction SMILES: CCN(C(C)C)C(C)C.[C:10](N1C=CN=C1)(N1C=CN=C1)=[O:11].Cl.[NH2:23][CH2:24][C:25]1[CH:30]=[CH:29][C:28]([C:31]([N:33]2[CH2:42][C:41]3[CH:40]=[N:39][N:38]([CH3:43])[C:37]=3[NH:36][C:35]3[CH:44]=[C:45]([CH3:48])[CH:46]=[CH:47][C:34]2=3)=[O:32])=[CH:27][C:26]=1[F:49].Cl.Cl.[CH3:52][C:53]([CH3:63])([CH3:62])[CH2:54][CH2:55][N:56]1[CH2:61][CH2:60][NH:59][CH2:58][CH2:57]1>CN(C=O)C>[CH3:43][N:38]1[C:37]2[NH:36][C:35]3[CH:44]=[C:45]([CH3:48])[CH:46]=[CH:47][C:34]=3[N:33]([C:31]([C:28]3[CH:29]=[CH:30][C:25]([CH2:24][NH:23][C:10]([N:59]4[CH2:58][CH2:57][N:56]([CH2:55][CH2:54][C:53]([CH3:63])([CH3:62])[CH3:52])[CH2:61][CH2:60]4)=[O:11])=[C:26]([F:49])[CH:27]=3)=[O:32])[CH2:42][C:41]=2[CH:40]=[N:39]1 |f:2.3,4.5.6|. Procedure: DIEA (0.10 ml, 0.60 mmol) and 1,1′-carbonyldiimidazole (28 mg, 0.17 mmol) were added to a solution of (4-aminomethyl-3-fluoro-phenyl)-(3,6-dimethyl-4,10-dihydro-3H-2,3,4,9-tetraaza-benzo[f]azulen-9-yl)-methanone hydrochloride from Example E8.2 (57 mg, 0.14 mmol) in DMF (5.0 ml) and the mixture was stirred at room temperature for 4 h. 1-(3,3-Dimethyl-butyl)-piperazine dihydrochloride from Example E4 (38 mg, 0.16 mmol) was added and the mixture was stirred at room temperature for 24 h and concentr...